This data is from the Open Reaction Database (ORD), a public repository of structured organic reaction records. The task is: describe an organic reaction: reactants, conditions, products, and yield Reactants: FC(C1=CC=2C(C3=CC4=CC=CC=C4C=C3C(C2C=C1C(F)(F)F)=O)=O)(F)F (2,3-bis-(trifluoromethyl)-naphthacene-5,12-dione), C(C)(=O)[O-].[K+] (potassium acetate), C(C)(=O)OC(C)=O (acetic anhydride). The reagents and catalysts are [Pd] (Pd/C). Run in C(C)(=O)OCC (ethyl acetate). Yields the product FC(C1=CC2=C(C3=CC4=CC=CC=C4C=C3C(=C2C=C1C(F)(F)F)OC(C)=O)OC(C)=O)(F)F (2,3-bis-(trifluoromethyl)-5,12-diacetoxynaphthacene). The yield is 76.0%. RXN SMILES: [F:1][C:2]([F:28])([F:27])[C:3]1[C:20]([C:21]([F:24])([F:23])[F:22])=[CH:19][C:18]2[C:17](=[O:25])[C:16]3[C:7](=[CH:8][C:9]4[C:14]([CH:15]=3)=[CH:13][CH:12]=[CH:11][CH:10]=4)[C:6](=[O:26])[C:5]=2[CH:4]=1.[C:29]([O-:32])(=O)[CH3:30].[K+].[C:34](OC(=O)C)(=[O:36])[CH3:35]>[Pd].C(OCC)(=O)C>[F:1][C:2]([F:27])([F:28])[C:3]1[C:20]([C:21]([F:24])([F:23])[F:22])=[CH:19][C:18]2[C:5](=[C:6]([O:26][C:29](=[O:32])[CH3:30])[C:7]3[C:16]([C:17]=2[O:25][C:34](=[O:36])[CH3:35])=[CH:15][C:14]2[C:9](=[CH:10][CH:11]=[CH:12][CH:13]=2)[CH:8]=3)[CH:4]=1 |f:1.2|. Procedure: 1.65 mmol of 2,3-bis-(trifluoromethyl)-naphthacene-5,12-dione, 5 ml of ethyl acetate, 4.96 mmol of potassium acetate and 3 ml of acetic anhydride are hydrogenated for 35 minutes at 20°-25° C., with the addition of 0.1 g of Pd/C (5%). The mixture is filtered and the residue is extracted by washing three times with CH2Cl2. The filtrates are evaporated and the residue is recrystallized from CH2Cl2 /pentane. Yield 76% of 2,3-bis-(trifluoromethyl)-5,12-diacetoxynaphthacene; melting point >250°. Reactants: Cl, CC(C)(C)OC(=O)NCCCCNc1cc(S(=O)(=O)c2ccc(N)cc2)cc(Br)n1, C1COCCO1. Product: NCCCCNc1cc(S(=O)(=O)c2ccc(N)cc2)cc(Br)n1. As a reaction SMILES: [ClH:31].[NH2:1][c:2]1[cH:3][cH:4][c:5]([S:8](=[O:9])(=[O:10])[c:11]2[cH:12][c:13]([NH:18][CH2:19][CH2:20][CH2:21][CH2:22][NH:23][C:24](=[O:25])[O:26][C:27]([CH3:28])([CH3:29])[CH3:30])[n:14][c:15]([Br:17])[cH:16]2)[cH:6][cH:7]1.[O:32]1[CH2:33][CH2:34][O:35][CH2:36][CH2:37]1>>[NH2:1][c:2]1[cH:3][cH:4][c:5]([S:8](=[O:9])(=[O:10])[c:11]2[cH:12][c:13]([NH:18][CH2:19][CH2:20][CH2:21][CH2:22][NH2:23])[n:14][c:15]([Br:17])[cH:16]2)[cH:6][cH:7]1. Reactants: ice water, Cl (hydrochloric acid), C(C)(C)NC(=O)C1=CC(=C(C(=O)OC)C=C1)S(N)(=O)=O (methyl 4-isopropylcarbamoyl-2-sulfamoylbenzoate), COC1=NC(=NC(=C1)OC)NC(OC1=CC=CC=C1)=O (phenyl N-(4,6-dimethoxypyrimidin-2-yl)carbamate), N12CCCCCC2=NCCC1 (1,8-diazabicyclo[5.4.0]undec-7-ene). Solvent: C(C)#N (acetonitrile). Reaction conditions: time 3 hour. The product is COC1=NC(=NC(=C1)OC)NC(NS(=O)(=O)C1=C(C(=O)OC)C=CC(=C1)C(NC(C)C)=O)=O (methyl 2-[3-(4,6-dimethoxypyrimidin-2-yl)ureidosulfonyl]-4-isopropylcarbamoylbenzoate). The yield is 94.2%. As a reaction SMILES: [CH:1]([NH:4][C:5]([C:7]1[CH:16]=[CH:15][C:10]([C:11]([O:13][CH3:14])=[O:12])=[C:9]([S:17](=[O:20])(=[O:19])[NH2:18])[CH:8]=1)=[O:6])([CH3:3])[CH3:2].[CH3:21][O:22][C:23]1[CH:28]=[C:27]([O:29][CH3:30])[N:26]=[C:25]([NH:31][C:32](=O)[O:33]C2C=CC=CC=2)[N:24]=1.N12CCCN=C1CCCCC2.Cl>C(#N)C>[CH3:30][O:29][C:27]1[CH:28]=[C:23]([O:22][CH3:21])[N:24]=[C:25]([NH:31][C:32](=[O:33])[NH:18][S:17]([C:9]2[CH:8]=[C:7]([C:5](=[O:6])[NH:4][CH:1]([CH3:3])[CH3:2])[CH:16]=[CH:15][C:10]=2[C:11]([O:13][CH3:14])=[O:12])(=[O:20])=[O:19])[N:26]=1. Procedure: 2.6 g (8.6 mmol) of methyl 4-isopropylcarbamoyl-2-sulfamoylbenzoate and 2.8 g (10.3 mmol) of phenyl N-(4,6-dimethoxypyrimidin-2-yl)carbamate were initially charged in 50 ml of acetonitrile. At room temperature, 2.9 g (19 mmol) of 1,8-diazabicyclo[5.4.0]undec-7-ene (DBU) were added dropwise, and the mixture was stirred at this temperature for 3 h. The mixture was poured into ice-water and the pH was adjusted to 1 using 2N hydrochloric acid. The precipitated solid was filtered off with suction and... Reactants: CC(C)(C)OC(=O)Oc1c(C(F)(F)F)ccc(CBr)c1C(=O)OC(C)(C)C, O=C([O-])[O-], COC(=O)Cc1ccc(-c2ccc(O)cc2)c(C(C)=O)c1, CN(C)C=O, [Cs+], [Cs+], O. Product: COC(=O)Cc1ccc(-c2ccc(OCc3ccc(C(F)(F)F)c(OC(=O)OC(C)(C)C)c3C(=O)OC(C)(C)C)cc2)c(C(C)=O)c1. As a reaction SMILES: [Br:28][CH2:29][c:30]1[cH:31][cH:32][c:33]([C:51]([F:52])([F:53])[F:54])[c:34]([O:43][C:44](=[O:45])[O:46][C:47]([CH3:48])([CH3:49])[CH3:50])[c:35]1[C:36](=[O:37])[O:38][C:39]([CH3:40])([CH3:41])[CH3:42].[C:1](=[O:2])([O-:3])[O-:4].[C:7]([CH3:8])(=[O:9])[c:10]1[c:11](-[c:21]2[cH:22][cH:23][c:24]([OH:27])[cH:25][cH:26]2)[cH:12][cH:13][c:14]([CH2:16][C:17](=[O:18])[O:19][CH3:20])[cH:15]1.[CH3:56][N:57]([CH3:58])[CH:59]=[O:60].[Cs+:5].[Cs+:6].[OH2:55]>>[C:7]([CH3:8])(=[O:9])[c:10]1[c:11](-[c:21]2[cH:22][cH:23][c:24]([O:27][CH2:29][c:30]3[cH:31][cH:32][c:33]([C:51]([F:52])([F:53])[F:54])[c:34]([O:43][C:44](=[O:45])[O:46][C:47]([CH3:48])([CH3:49])[CH3:50])[c:35]3[C:36](=[O:37])[O:38][C:39]([CH3:40])([CH3:41])[CH3:42])[cH:25][cH:26]2)[cH:12][cH:13][c:14]([CH2:16][C:17](=[O:18])[O:19][CH3:20])[cH:15]1. Procedure details: 20.6 g of 3,3,6,6-tetramethyl-α-(phenylsulphonyl)-1-cyclohexen-1-acetic acid are dissolved in 800 ml of ethanol and the solution is treated at 0° C. with 107.1 g of sodium amalgam (5%). The mixture is stirred at room temperature for 4.5 hours, the solution is decanted off from the mercury, acidified with 2N hydrochloric acid and extracted with ethyl acetate. The organic phase is washed with water, dried, evaporated and filtered over silica gel (eluting agent hexane/ether 1:1). After recrystalliz... Conditions: time 4.5 hour. As a reaction SMILES: [CH3:1][C:2]1([CH3:23])[CH2:7][CH2:6][C:5]([CH3:9])([CH3:8])[C:4]([CH:10](S(C2C=CC=CC=2)(=O)=O)[C:11]([OH:13])=[O:12])=[CH:3]1>C(O)C.[Na].[Hg]>[CH3:1][C:2]1([CH3:23])[CH2:7][CH2:6][C:5]([CH3:8])([CH3:9])[C:4]([CH2:10][C:11]([OH:13])=[O:12])=[CH:3]1 |f:2.3,^1:26|. Starting materials: CC1(C=C(C(CC1)(C)C)C(C(=O)O)S(=O)(=O)C1=CC=CC=C1)C (3,3,6,6-tetramethyl-α-(phenylsulphonyl)-1-cyclohexen-1-acetic acid). Product: CC1(C=C(C(CC1)(C)C)CC(=O)O)C (3,3,6,6-tetramethyl-1-cyclohexen-1-acetic acid). Solvent: C(C)O (ethanol). Yield: 84.9%. The reagents and catalysts are [Na].[Hg] (sodium amalgam). The reactants are ClC1=CC(=NC2=NC=CC=C12)C1=C(C=CC(=C1)Cl)F (4-chloro-2-(5-chloro-2-fluoro-phenyl)-[1,8]naphthyridine), C1(=CC=CC=C1)C=1C=C(C=NC1)B(O)O (5-phenyl-3-pyridyl boronic acid), C([O-])([O-])=O.[Na+].[Na+] (sodium carbonate), tetrakistriphenylphosphine palladium(0). Run in O1CCOCC1 (dioxan). Reaction conditions: temperature 90 celsius, time 90 minute. Yields the product ClC=1C=CC(=C(C1)C1=NC2=NC=CC=C2C(=C1)C=1C=NC=C(C1)C1=CC=CC=C1)F (2-(5-Chloro-2-fluoro-phenyl)-4-(5-phenyl-pyridin-3-yl)-[1,8]naphthyridine). Reaction SMILES: Cl[C:2]1[C:11]2[C:6](=[N:7][CH:8]=[CH:9][CH:10]=2)[N:5]=[C:4]([C:12]2[CH:17]=[C:16]([Cl:18])[CH:15]=[CH:14][C:13]=2[F:19])[CH:3]=1.[C:20]1([C:26]2[CH:27]=[C:28](B(O)O)[CH:29]=[N:30][CH:31]=2)[CH:25]=[CH:24][CH:23]=[CH:22][CH:21]=1.C(=O)([O-])[O-].[Na+].[Na+]>O1CCOCC1>[Cl:18][C:16]1[CH:15]=[CH:14][C:13]([F:19])=[C:12]([C:4]2[CH:3]=[C:2]([C:28]3[CH:29]=[N:30][CH:31]=[C:26]([C:20]4[CH:21]=[CH:22][CH:23]=[CH:24][CH:25]=4)[CH:27]=3)[C:11]3[C:6](=[N:7][CH:8]=[CH:9][CH:10]=3)[N:5]=2)[CH:17]=1 |f:2.3.4|. Procedure: 150 mg 4-chloronaphthyridine from example 1, 184 mg 5-phenyl-3-pyridyl boronic acid, 326 mg sodium carbonate and 60 mg tetrakistriphenylphosphine palladium(0) were dissolved with 15 ml dioxan, flushed with nitrogen, and heated to 90° C. After addition of 2 ml water, heating continued at 90° C. for 90 minutes to give a dark turbid solution. Work-up as in example 20 yielded after precipitation with ether 141 mg product with correct LC mass: M+H+ 412 and Rt˜2.53 min. Starting materials: BrC=1C=C(SC1)C(C)O (4-bromo-2-(1′-hydroxyethyl)thiophene), C=1C=C[NH+]=CC1.[O-][Cr](=O)(=O)Cl (PCC). Solvent: ClCCl (dichloromethane). Product: white solid, BrC=1C=C(SC1)C(C)=O (4-bromo-2-acetyl-thiophene). Isolated yield 87.0%. As a reaction SMILES: [Br:1][C:2]1[CH:3]=[C:4]([CH:7]([OH:9])[CH3:8])[S:5][CH:6]=1.C1C=C[NH+]=CC=1.[O-][Cr](Cl)(=O)=O>ClCCl>[Br:1][C:2]1[CH:3]=[C:4]([C:7](=[O:9])[CH3:8])[S:5][CH:6]=1 |f:1.2|. Procedure details: A solution of raw 4-bromo-2-(1′-hydroxyethyl)thiophene (1.28 g, 6.18 mmol) and PCC (2.6 g, 13.26 mmol) in 20 ml of dichloromethane is put into a flask fitted with magnetic stirring and under an atmosphere of argon. It is agitated vigorously for 2 hours at ambient temperature, the reaction medium becoming progressively black. It is then filtered on a column of florisil (eluent ether), the solvent evaporated and the raw product produced is purified by flash chromatography on silica (eluent pure pe...